This data is from the Open Reaction Database (ORD), a public repository of structured organic reaction records. The task is: describe an organic reaction: reactants, conditions, products, and yield Reactants: COC(=O)c1ccc(Br)cc1NC(=O)OC(C)C, O=C([O-])[O-], CN(C)C=O, [Cl-], [Cs+], [Cs+], COC(=O)CCCI, [NH4+]. Product: COC(=O)CCCN(C(=O)OC(C)C)c1cc(Br)ccc1C(=O)OC. RXN SMILES: [Br:1][c:2]1[cH:3][c:4]([NH:12][C:13](=[O:14])[O:15][CH:16]([CH3:17])[CH3:18])[c:5]([C:6](=[O:7])[O:8][CH3:9])[cH:10][cH:11]1.[C:27](=[O:28])([O-:29])[O-:30].[CH3:35][N:36]([CH3:37])[CH:38]=[O:39].[Cl-:33].[Cs+:31].[Cs+:32].[I:19][CH2:20][CH2:21][CH2:22][C:23](=[O:24])[O:25][CH3:26].[NH4+:34]>>[Br:1][c:2]1[cH:3][c:4]([N:12]([C:13](=[O:14])[O:15][CH:16]([CH3:17])[CH3:18])[CH2:20][CH2:21][CH2:22][C:23](=[O:24])[O:25][CH3:26])[c:5]([C:6](=[O:7])[O:8][CH3:9])[cH:10][cH:11]1.